This data is from the Open Reaction Database (ORD), a public repository of structured organic reaction records. The task is: describe an organic reaction: reactants, conditions, products, and yield Reactants: CN(C)c1ccc(C(=O)O)cc1, ClCCl, c1ccc(C(c2ccccc2)C2CCNCC2)cc1. Product: CN(C)c1ccc(C(=O)N2CCC(C(c3ccccc3)c3ccccc3)CC2)cc1. RXN SMILES: [CH3:20][N:21]([c:22]1[cH:23][cH:24][c:25]([C:26](=[O:27])[OH:28])[cH:29][cH:30]1)[CH3:31].[Cl:32][CH2:33][Cl:34].[c:1]1([CH:7]([CH:8]2[CH2:9][CH2:10][NH:11][CH2:12][CH2:13]2)[c:14]2[cH:15][cH:16][cH:17][cH:18][cH:19]2)[cH:2][cH:3][cH:4][cH:5][cH:6]1>>[c:1]1([CH:7]([CH:8]2[CH2:9][CH2:10][N:11]([C:26]([c:25]3[cH:24][cH:23][c:22]([N:21]([CH3:20])[CH3:31])[cH:30][cH:29]3)=[O:27])[CH2:12][CH2:13]2)[c:14]2[cH:15][cH:16][cH:17][cH:18][cH:19]2)[cH:2][cH:3][cH:4][cH:5][cH:6]1. The reactants are COC(=O)c1cc(Br)c2oc(N3CCOC(C)C3)cc(=O)c2c1, CC(C)(C)OC(=O)n1cccc1B(O)O, COCCOC, [Na+], [Na+], O=C([O-])[O-], O, Cl[Pd]Cl, c1ccc(P(c2ccccc2)c2ccccc2)cc1, c1ccc(P(c2ccccc2)c2ccccc2)cc1. Yields the product COC(=O)c1cc(-c2cccn2C(=O)OC(C)(C)C)c2oc(N3CCOC(C)C3)cc(=O)c2c1. Reaction SMILES: [Br:1][c:2]1[cH:3][c:4]([C:20](=[O:21])[O:22][CH3:23])[cH:5][c:6]2[c:7](=[O:19])[cH:8][c:9]([N:12]3[CH2:13][CH:14]([CH3:18])[O:15][CH2:16][CH2:17]3)[o:10][c:11]12.[C:24]([CH3:25])([CH3:26])([CH3:27])[O:28][C:29](=[O:30])[n:31]1[c:32]([B:36]([OH:37])[OH:38])[cH:33][cH:34][cH:35]1.[CH3:45][O:46][CH2:47][CH2:48][O:49][CH3:50].[Na+:39].[Na+:40].[O-:41][C:42](=[O:43])[O-:44].[OH2:51].[Pd:52]([Cl:53])[Cl:54].[c:55]1([P:56]([c:57]2[cH:58][cH:59][cH:60][cH:61][cH:62]2)[c:63]2[cH:64][cH:65][cH:66][cH:67][cH:68]2)[cH:69][cH:70][cH:71][cH:72][cH:73]1.[c:74]1([P:75]([c:76]2[cH:77][cH:78][cH:79][cH:80][cH:81]2)[c:82]2[cH:83][cH:84][cH:85][cH:86][cH:87]2)[cH:88][cH:89][cH:90][cH:91][cH:92]1>>[c:2]1(-[c:32]2[n:31]([C:29]([O:28][C:24]([CH3:25])([CH3:26])[CH3:27])=[O:30])[cH:35][cH:34][cH:33]2)[cH:3][c:4]([C:20](=[O:21])[O:22][CH3:23])[cH:5][c:6]2[c:7](=[O:19])[cH:8][c:9]([N:12]3[CH2:13][CH:14]([CH3:18])[O:15][CH2:16][CH2:17]3)[o:10][c:11]12. Reactants: O=C([O-])O, C1COCCO1, O=C(Cl)OCc1ccccc1, NC1CCC(C(=O)O)CC1, [Na+]. Product: O=C(NC1CCC(C(=O)O)CC1)OCc1ccccc1. RXN SMILES: [C:22](=[O:23])([OH:24])[O-:25].[CH2:27]1[O:28][CH2:29][CH2:30][O:31][CH2:32]1.[Cl:1][C:2](=[O:3])[O:4][CH2:5][c:6]1[cH:7][cH:8][cH:9][cH:10][cH:11]1.[NH2:12][CH:13]1[CH2:14][CH2:15][CH:16]([C:19](=[O:20])[OH:21])[CH2:17][CH2:18]1.[Na+:26]>>[C:2](=[O:3])([O:4][CH2:5][c:6]1[cH:7][cH:8][cH:9][cH:10][cH:11]1)[NH:12][CH:13]1[CH2:14][CH2:15][CH:16]([C:19](=[O:20])[OH:21])[CH2:17][CH2:18]1. The reactants are Cl.C(C)N=C=NCCCN(C)C (1-ethyl-3-(3 dimethylaminopropyl)carbodiimide hydrochloride), C(CC[C@@H](C(=O)O)NC(=O)C1=CC=C(NCC2=CN=C3N=C(N)NC(=O)C3=N2)C=C1)(=O)[O-].[Na+] (Sodium folate), Cl.COC([C@@H](N)CC1=CC=C(C=C1)O)=O (tyrosine methyl ester hydrochloride). Solvent: O (water), O (water). Conditions: time 4 hour. Yields the product COC([C@@H](N)CC1=CC=C(C=C1)O)=O.C(CC[C@@H](C(=O)O)NC(=O)C1=CC=C(NCC2=CN=C3N=C(N)NC(=O)C3=N2)C=C1)(=O)O (folic acid tyrosine methyl ester). Reaction SMILES: [C:1]([O-:32])(=[O:31])[CH2:2][CH2:3][C@H:4]([NH:8][C:9]([C:11]1[CH:30]=[CH:29][C:14]([NH:15][CH2:16][C:17]2[N:28]=[C:27]3[C:20]([N:21]=[C:22]([NH:24][C:25]3=[O:26])[NH2:23])=[N:19][CH:18]=2)=[CH:13][CH:12]=1)=[O:10])[C:5]([OH:7])=[O:6].[Na+].Cl.C(N=C=NCCCN(C)C)C.Cl.[CH3:47][O:48][C:49](=[O:60])[C@H:50]([CH2:52][C:53]1[CH:58]=[CH:57][C:56]([OH:59])=[CH:55][CH:54]=1)[NH2:51]>O>[CH3:47][O:48][C:49](=[O:60])[C@H:50]([CH2:52][C:53]1[CH:54]=[CH:55][C:56]([OH:59])=[CH:57][CH:58]=1)[NH2:51].[C:1]([OH:32])(=[O:31])[CH2:2][CH2:3][C@H:4]([NH:8][C:9]([C:11]1[CH:12]=[CH:13][C:14]([NH:15][CH2:16][C:17]2[N:28]=[C:27]3[C:20]([N:21]=[C:22]([NH:24][C:25]3=[O:26])[NH2:23])=[N:19][CH:18]=2)=[CH:29][CH:30]=1)=[O:10])[C:5]([OH:7])=[O:6] |f:0.1,2.3,4.5,7.8|. Procedure: Sodium folate (100 mg.) is dissolved in water (10 ml.). To this is added 1-ethyl-3-(3 dimethylaminopropyl)carbodiimide hydrochloride (100 mg.), followed by the addition of tyrosine methyl ester hydrochloride (32 mg.) dissolved in water (2 ml.). A yellow gelatinous precipitate forms. The mixture is stirred for four hours at room temperature. The precipitated material is extracted into ethyl acetate and washed successively with 1 N sodium bicarbonate (3×10 ml.) 1 N hydrochloric acid (3×10 ml.) and... Starting materials: [Cl-].[Na+] (sodium chloride), CCC1(C(=O)NC(=O)NC1=O)C=2C=CC=CC2 (phenobarbital), [OH-].C(CCC)[N+](CCCC)(CCCC)CCCC (tetrabutylammonium hydroxide), BrCCCCC(=O)OC (methyl 5-bromovalerate). Solvent: ClCCl (dichloromethane). Conditions: time 20 hour. Yields the product C(C)C1(C(N(C(N=C1O)=O)CCCCC(=O)OC)=O)C1=CC=CC=C1 (5-Ethyl-6-hydroxy-3-(4-methoxycarbonylbutyl)-5-phenyl-2,4(3H,5H)-pyrimidinedione). Reaction SMILES: [CH3:1][CH2:2][C:3]1([C:12]2[CH:13]=[CH:14][CH:15]=[CH:16][CH:17]=2)[C:10](=[O:11])[NH:9][C:7](=[O:8])[NH:6][C:4]1=[O:5].[OH-].C([N+](CCCC)(CCCC)CCCC)CCC.Br[CH2:37][CH2:38][CH2:39][CH2:40][C:41]([O:43][CH3:44])=[O:42].[Cl-].[Na+]>ClCCl>[CH2:2]([C:3]1([C:12]2[CH:17]=[CH:16][CH:15]=[CH:14][CH:13]=2)[C:10]([OH:11])=[N:9][C:7](=[O:8])[N:6]([CH2:37][CH2:38][CH2:39][CH2:40][C:41]([O:43][CH3:44])=[O:42])[C:4]1=[O:5])[CH3:1] |f:1.2,4.5|. Reported procedure: A mixture of phenobarbital (46.5 g, 0.2 mole) and tetrabutylammonium hydroxide (500 mL, 0.2 mole of 0.4M in water) in dichloromethane (500mL) was prepared and to it was added methyl 5-bromovalerate (39.0 g, 0.2 mole). The reaction mixture was stirred vigorously overnight (20 hrs). To this mixture was added saturated sodium chloride solution (100 mL), the organic layer was separated, and the aqueous solution was washed with dichloromethane (2×100 mL). The combined organic solution was washed with...